From a dataset of the Open Reaction Database (ORD), a public repository of structured organic reaction records. describe an organic reaction: reactants, conditions, products, and yield Reactants: CC(C)(C)C1=CC=C(C=C1C1=C(C=CC(=C1)OC)F)COC1=CC=C(C=C1)[C@@H](CC(=O)OCC)\C=C\C (Ethyl (3S,4E)-3-(4-(((6-(1,1-dimethylethyl)-2′-fluoro-5′-(methyloxy)-1,1′-biphenyl-3-yl)methyl)oxy)phenyl)-4-hexenoate), C1CCOC1 (THF), CCO (EtOH), [OH-].[Li+] (lithium hydroxide). Reaction conditions: time 22 hour. The product is CC(C)(C)C1=CC=C(C=C1C1=C(C=CC(=C1)OC)F)COC1=CC=C(C=C1)[C@@H](CC(=O)O)\C=C\C ((3S,4E)-3-(4-(((6-(1,1-Dimethylethyl)-2′-fluoro-5′-(methyloxy)-1,1′-biphenyl-3-yl)methyl)oxy)phenyl)-4-hexenoic acid). Isolated yield 93.9%. RXN SMILES: [CH3:1][C:2]([C:5]1[C:10]([C:11]2[CH:16]=[C:15]([O:17][CH3:18])[CH:14]=[CH:13][C:12]=2[F:19])=[CH:9][C:8]([CH2:20][O:21][C:22]2[CH:27]=[CH:26][C:25]([C@H:28](/[CH:35]=[CH:36]/[CH3:37])[CH2:29][C:30]([O:32]CC)=[O:31])=[CH:24][CH:23]=2)=[CH:7][CH:6]=1)([CH3:4])[CH3:3].C1COCC1.CCO.[OH-].[Li+]>>[CH3:4][C:2]([C:5]1[C:10]([C:11]2[CH:16]=[C:15]([O:17][CH3:18])[CH:14]=[CH:13][C:12]=2[F:19])=[CH:9][C:8]([CH2:20][O:21][C:22]2[CH:23]=[CH:24][C:25]([C@H:28](/[CH:35]=[CH:36]/[CH3:37])[CH2:29][C:30]([OH:32])=[O:31])=[CH:26][CH:27]=2)=[CH:7][CH:6]=1)([CH3:1])[CH3:3] |f:3.4|. Procedure details: To a stirred solution of 1.1 (0.050 g, 0.099 mmol) in THF (2.00 mL, 24 mmol) and EtOH (2.00 mL, 34 mmol) at 23° C. was added 1N lithium hydroxide (1.00 mL, 1.0 mmol). Stirring was continued for 22 hours. The reaction was concentrated in vacuo. 1N HCl was added to reach pH 1, and the resulting mixture was extracted with EtOAc (3×10 mL), dried over MgSO4 and concentrated in vacuo. The residue was then purified by flash chromatography (SiO2 gel 60, eluted with 0%-20% EtOAc in hexanes) to give a cle... Starting materials: CCO, CCO, [Cl-], Cl, CS(=O)(=O)N(c1ccc([N+](=O)[O-])cc1I)S(C)(=O)=O, [Li+], [NH4+], [OH-], O, O. Yields the product CS(=O)(=O)Nc1ccc([N+](=O)[O-])cc1I. RXN SMILES: [CH2:30]([OH:31])[CH3:32].[CH3:25][CH2:26][OH:27].[Cl-:22].[ClH:24].[I:3][c:4]1[c:5]([N:13]([S:14](=[O:15])(=[O:16])[CH3:17])[S:18]([CH3:19])(=[O:20])=[O:21])[cH:6][cH:7][c:8]([N+:10](=[O:11])[O-:12])[cH:9]1.[Li+:2].[NH4+:23].[OH-:1].[OH2:28].[OH2:29]>>[I:3][c:4]1[c:5]([NH:13][S:14](=[O:15])(=[O:16])[CH3:17])[cH:6][cH:7][c:8]([N+:10](=[O:11])[O-:12])[cH:9]1. The reactants are CC1=C(C=C(C=C1)[N+](=O)[O-])S(=O)(=O)N(C)C (2-methyl-5-nitro(N,N-dimethyl)benzenesulfonamide), C(C)O (ethanol). The reagents and catalysts are [Pd] (Pd/C). Conditions: time 16 hour. Product: NC=1C(=C(C=CC1)S(=O)(=O)N(C)C)C (3-amino-2-methyl(N,N-dimethyl) benzenesulfonamide). Yield: 98.0%. RXN SMILES: C[C:2]1[CH:7]=[CH:6][C:5]([N+:8]([O-])=O)=[CH:4][C:3]=1[S:11]([N:14]([CH3:16])[CH3:15])(=[O:13])=[O:12].[CH2:17](O)C>[Pd]>[NH2:8][C:5]1[C:4]([CH3:17])=[C:3]([S:11]([N:14]([CH3:15])[CH3:16])(=[O:12])=[O:13])[CH:2]=[CH:7][CH:6]=1. Procedure details: A suspension of 2-methyl-5-nitro(N,N-dimethyl)benzenesulfonamide (2.0 g, 8.20 mmol) and Pd/C (0.30 g) in ethanol (40 mL) was stirred under an H2 balloon for 16 h. The suspension was filtered through Celite and washed with methylene chloride. The filtrate was concentrated to provide 3-amino-2-methyl(N,N-dimethyl) benzenesulfonamide (1.72 g, 98%) as a white solid. The reactants are COC1CN(CCOc2ccc(N)cc2-c2c(Br)cnn2C)C1, CC(C)CC(=O)Cl, ClCCl, c1ccncc1. Yields the product COC1CN(CCOc2ccc(NC(=O)CC(C)C)cc2-c2c(Br)cnn2C)C1. Reaction SMILES: [Br:1][c:2]1[cH:3][n:4][n:5]([CH3:23])[c:6]1-[c:7]1[cH:8][c:9]([NH2:22])[cH:10][cH:11][c:12]1[O:13][CH2:14][CH2:15][N:16]1[CH2:17][CH:18]([O:20][CH3:21])[CH2:19]1.[C:30]([CH2:31][CH:32]([CH3:33])[CH3:34])(=[O:35])[Cl:36].[Cl:37][CH2:38][Cl:39].[cH:24]1[cH:25][cH:26][n:27][cH:28][cH:29]1>>[Br:1][c:2]1[cH:3][n:4][n:5]([CH3:23])[c:6]1-[c:7]1[cH:8][c:9]([NH:22][C:30]([CH2:31][CH:32]([CH3:33])[CH3:34])=[O:35])[cH:10][cH:11][c:12]1[O:13][CH2:14][CH2:15][N:16]1[CH2:17][CH:18]([O:20][CH3:21])[CH2:19]1. Reactants: FC1=C2C(=CNC2=CC=C1)C=O (4-fluoro-1H-indole-3-carboxaldehyde), CN1C(=C(C2=CC=CC=C12)C)C=O (1,3-dimethyl-1H-indole-2-carboxaldehyde). The product is FC1=C2C(=CNC2=CC=C1)CNC (4-Fluoro-3-(methylaminomethyl)-1H-indole). As a reaction SMILES: [F:1][C:2]1[CH:10]=[CH:9][CH:8]=[C:7]2[C:3]=1[C:4]([CH:11]=O)=[CH:5][NH:6]2.[CH3:13][N:14]1C2C(=CC=CC=2)C(C)=C1C=O>>[F:1][C:2]1[CH:10]=[CH:9][CH:8]=[C:7]2[C:3]=1[C:4]([CH2:11][NH:14][CH3:13])=[CH:5][NH:6]2. Procedure: According to the procedure of Preparation 13 (c),except substituting 4-fluoro-1H-indole-3-carboxaldehyde for the 1,3-dimethyl-1H-indole-2-carboxaldehyde, the title compound was prepared as a viscous oil: MS (ES) m/e 179 (M+H)+. Reactants: CC(=O)O, C1CCOC1, C[Si](C)(C)[N-][Si](C)(C)C, CC[Si](Cl)(CC)CC, OCC=Cc1ccc(Cl)c(Cl)c1, [K+]. The product is C=CC(CC(=O)O)c1ccc(Cl)c(Cl)c1. RXN SMILES: [C:1]([CH3:2])(=[O:3])[OH:4].[CH2:35]1[O:36][CH2:37][CH2:38][CH2:39]1.[CH3:25][Si:26]([N-:27][Si:28]([CH3:29])([CH3:30])[CH3:31])([CH3:32])[CH3:33].[Cl:17][Si:18]([CH2:19][CH3:20])([CH2:21][CH3:22])[CH2:23][CH3:24].[Cl:5][c:6]1[cH:7][c:8]([CH:13]=[CH:14][CH2:15][OH:16])[cH:9][cH:10][c:11]1[Cl:12].[K+:34]>>[C:1]([CH2:2][CH:13]([c:8]1[cH:7][c:6]([Cl:5])[c:11]([Cl:12])[cH:10][cH:9]1)[CH:14]=[CH2:15])(=[O:3])[OH:4]. Starting materials: Br, CCOc1noc(C(=O)O)c1C. Product: Cc1c(O)noc1C(=O)O. Reaction SMILES: [BrH:13].[CH2:1]([CH3:2])[O:3][c:4]1[n:5][o:6][c:7]([C:10](=[O:11])[OH:12])[c:8]1[CH3:9]>>[OH:3][c:4]1[n:5][o:6][c:7]([C:10](=[O:11])[OH:12])[c:8]1[CH3:9].